Dataset: the Open Reaction Database (ORD), a public repository of structured organic reaction records. Task: describe an organic reaction: reactants, conditions, products, and yield Starting materials: O=C([O-])[O-], CC#N, CCOC(C)=O, O=c1[nH]nc(CCl)[nH]1, Cl, Fc1ccccc1OCC1CCNCC1, [K+], [K+], O. Yields the product O=c1[nH]nc(CN2CCC(COc3ccccc3F)CC2)[nH]1. Reaction SMILES: [C:25](=[O:26])([O-:27])[O-:28].[CH3:31][C:32]#[N:33].[CH3:34][CH2:35][O:36][C:37](=[O:38])[CH3:39].[Cl:1][CH2:2][c:3]1[nH:4][c:5](=[O:8])[nH:6][n:7]1.[ClH:9].[F:10][c:11]1[c:12]([O:13][CH2:14][CH:15]2[CH2:16][CH2:17][NH:18][CH2:19][CH2:20]2)[cH:21][cH:22][cH:23][cH:24]1.[K+:29].[K+:30].[OH2:40]>>[CH2:2]([c:3]1[nH:4][c:5](=[O:8])[nH:6][n:7]1)[N:18]1[CH2:17][CH2:16][CH:15]([CH2:14][O:13][c:12]2[c:11]([F:10])[cH:24][cH:23][cH:22][cH:21]2)[CH2:20][CH2:19]1. Starting materials: C(C)C1=C(C=CC=C1)C1=C(C=C(C=C1)C(=O)O)COC (2′-Ethyl-2-(methoxymethyl)-1,1′-biphenyl-4-carboxylic acid), NC(C1=CC(=C(OCCCC(=O)OCC)C=C1)F)=NO (Ethyl 4-{4-[amino (hydroxyimino)methyl]-2-fluorophenoxy}butanoate). The product is C(C)C1=C(C=CC=C1)C1=C(C=C(C=C1)C1=NC(=NO1)C1=CC(=C(OCCCC(=O)OCC)C=C1)F)COC (ethyl 4-(4-{5-[2′-ethyl-2-(methoxymethyl)biphenyl-4-yl]-1,2,4-oxadiazol-3-yl}-2-fluorophenoxy)butanoate). As a reaction SMILES: [CH2:1]([C:3]1[CH:8]=[CH:7][CH:6]=[CH:5][C:4]=1[C:9]1[CH:14]=[CH:13][C:12]([C:15](O)=O)=[CH:11][C:10]=1[CH2:18][O:19][CH3:20])[CH3:2].[NH2:21][C:22](=[N:39][OH:40])[C:23]1[CH:37]=[CH:36][C:26]([O:27][CH2:28][CH2:29][CH2:30][C:31]([O:33][CH2:34][CH3:35])=[O:32])=[C:25]([F:38])[CH:24]=1>>[CH2:1]([C:3]1[CH:8]=[CH:7][CH:6]=[CH:5][C:4]=1[C:9]1[CH:14]=[CH:13][C:12]([C:15]2[O:40][N:39]=[C:22]([C:23]3[CH:37]=[CH:36][C:26]([O:27][CH2:28][CH2:29][CH2:30][C:31]([O:33][CH2:34][CH3:35])=[O:32])=[C:25]([F:38])[CH:24]=3)[N:21]=2)=[CH:11][C:10]=1[CH2:18][O:19][CH3:20])[CH3:2]. Reported procedure: The title compound was prepared following procedure described for example 4, step 1, but starting from Intermediate 36 (202.74 mg; 0.75 mmol) and Intermediate 66 (234.54 mg; 0.83 mmol). The reaction mixture was filtered through a SPE NH2 column (10 g) and rinsed with ACN. The filtrate was passed through a SPE SCX column (10 g) and rinsed with ACN. After evaporation of the solvents, the crude product was purified by flash chromatography (c-hex/(DCM/EtOAc 1:1) gradient from 1:0 to 1:1), affording ... The reactants are FC(C=1C=C(CN(C(=O)C=2C(=NC(=NC2)COS(=O)(=O)C)C2=CC=CC=C2)C)C=C(C1)C(F)(F)F)(F)F (methanesulfonic acid 5-[(3,5-bis-trifluoromethyl-benzyl)-methyl-carbamoyl]-4-phenyl-pyrimidin-2-ylmethyl ester), N1CCCCC1 (piperidine), O (H2O). Solvent: C(Cl)Cl (CH2Cl2). Reaction conditions: time 16 hour. The product is FC(C=1C=C(CN(C(=O)C=2C(=NC(=NC2)CN2CCCCC2)C2=CC=CC=C2)C)C=C(C1)C(F)(F)F)(F)F (4-phenyl-2-piperidin-1-ylmethyl-pyrimidine-5-carboxylic acid (3,5-bis-trifluoromethyl-benzyl)-methyl-amide). Isolated yield 81.7%. RXN SMILES: [F:1][C:2]([F:37])([F:36])[C:3]1[CH:4]=[C:5]([CH:29]=[C:30]([C:32]([F:35])([F:34])[F:33])[CH:31]=1)[CH2:6][N:7]([CH3:28])[C:8]([C:10]1[C:11]([C:22]2[CH:27]=[CH:26][CH:25]=[CH:24][CH:23]=2)=[N:12][C:13]([CH2:16]OS(C)(=O)=O)=[N:14][CH:15]=1)=[O:9].[NH:38]1[CH2:43][CH2:42][CH2:41][CH2:40][CH2:39]1.O>C(Cl)Cl>[F:1][C:2]([F:36])([F:37])[C:3]1[CH:4]=[C:5]([CH:29]=[C:30]([C:32]([F:34])([F:33])[F:35])[CH:31]=1)[CH2:6][N:7]([CH3:28])[C:8]([C:10]1[C:11]([C:22]2[CH:27]=[CH:26][CH:25]=[CH:24][CH:23]=2)=[N:12][C:13]([CH2:16][N:38]2[CH2:43][CH2:42][CH2:41][CH2:40][CH2:39]2)=[N:14][CH:15]=1)=[O:9]. Procedure: To a solution of 0.40 g (0.73 mmol) methanesulfonic acid 5-[(3,5-bis-trifluoromethyl-benzyl)-methyl-carbamoyl]-4-phenyl-pyrimidin-2-ylmethyl ester in 5 ml CH2Cl2 added 0.11 ml (1.1 mmol) piperidine were added. The reaction mixture was stirred for 16 hrs. at RT and than poured into H2O and extracted three times with 50 ml CH2Cl2. The combined organic layers were dried (MgSO4), filtered and evaporated. The residue was purified by chromatography (SiO2, CH2Cl2/MeOH 10:1) to give 0.32 g (81%) 4-pheny... Reaction SMILES: [C:32]([OH:33])(=[O:34])[CH3:35].[CH2:1]([c:2]1[cH:3][cH:4][cH:5][cH:6][cH:7]1)[O:8][c:9]1[cH:10][cH:11][c:12]2[c:17]([cH:18]1)[CH2:16][CH:15]([O:19][C:20]([CH3:21])=[O:22])[CH2:14][CH2:13]2.[OH:23][N+:24]([O-:25])=[O:26].[S:27](=[O:28])(=[O:29])([OH:30])[OH:31]>>[CH2:1]([c:2]1[cH:3][cH:4][cH:5][cH:6][cH:7]1)[O:8][c:9]1[c:10]([N+:24](=[O:23])[O-:25])[cH:11][c:12]2[c:17]([cH:18]1)[CH2:16][CH:15]([O:19][C:20]([CH3:21])=[O:22])[CH2:14][CH2:13]2. The reactants are CC(=O)O, CC(=O)OC1CCc2ccc(OCc3ccccc3)cc2C1, O=[N+]([O-])O, O=S(=O)(O)O. Product: CC(=O)OC1CCc2cc([N+](=O)[O-])c(OCc3ccccc3)cc2C1.